This data is from the Open Reaction Database (ORD), a public repository of structured organic reaction records. The task is: describe an organic reaction: reactants, conditions, products, and yield Reactants: COC(C(C)(C)N(S(=O)(=O)C1=C(C=CC=C1)C)CC)=O (methyl-2-(N-ethyl-2-methylphenylsulfonamido)-2-methylpropanoate), C1CCOC1 (THF), CO (methanol), O[Li].O (LiOH.H2O). Solvent: O (H2O). Run at time 12 hour. Yields the product C(C)N(S(=O)(=O)C1=C(C=CC=C1)C)C(C(=O)O)(C)C (2-(N-ethyl-2-methylphenylsulfonamido)-2-methylpropionic acid). The yield is 98.3%. RXN SMILES: C[O:2][C:3](=[O:20])[C:4]([N:7]([CH2:18][CH3:19])[S:8]([C:11]1[CH:16]=[CH:15][CH:14]=[CH:13][C:12]=1[CH3:17])(=[O:10])=[O:9])([CH3:6])[CH3:5].C1COCC1.CO.O[Li].O>O>[CH2:18]([N:7]([C:4]([CH3:5])([CH3:6])[C:3]([OH:20])=[O:2])[S:8]([C:11]1[CH:16]=[CH:15][CH:14]=[CH:13][C:12]=1[CH3:17])(=[O:10])=[O:9])[CH3:19] |f:3.4|. Procedure details: methyl-2-(N-ethyl-2-methylphenylsulfonamido)-2-methylpropanoate (524 mg, 1.75 mmol) was charged, and dissolved through addition of THF (5 ml), and methanol (5 ml). LiOH.H2O dissolved in H2O (5 ml) was added thereto, followed by stirring for 12 hours at room temperature. After stirring for 12 hours, the resultant solution was vacuum-evaporated, acidified with 2N—HCl to pH 2-3, and extracted with EA (×2). The organic layer was dried with MgSO4, and filtered. Through vacuum distillation, the solven... The reactants are COC1=C(CCl)C=CC=C1OC (2,3-dimethoxybenzyl chloride), N1(CCNCC1)C(=S)SC (methyl 1-piperazinecarbodithioate), C([O-])([O-])=O.[Na+].[Na+] (sodium carbonate). Run in C(C)O (ethanol). Yields the product COC1=C(CN2CCN(CC2)C(=S)SC)C=CC=C1OC (Methyl 4-(2,3-dimethoxybenzyl)-1-piperazinecarbodithioate). Yield: 40.5%. Reaction SMILES: [CH3:1][O:2][C:3]1[C:10]([O:11][CH3:12])=[CH:9][CH:8]=[CH:7][C:4]=1[CH2:5]Cl.[N:13]1([C:19]([S:21][CH3:22])=[S:20])[CH2:18][CH2:17][NH:16][CH2:15][CH2:14]1.C(=O)([O-])[O-].[Na+].[Na+]>C(O)C>[CH3:1][O:2][C:3]1[C:10]([O:11][CH3:12])=[CH:9][CH:8]=[CH:7][C:4]=1[CH2:5][N:16]1[CH2:17][CH2:18][N:13]([C:19]([S:21][CH3:22])=[S:20])[CH2:14][CH2:15]1 |f:2.3.4|. Reported procedure: To 20 ml of ethanol were added 1.0 g (5.36 mmol) of 2,3-dimethoxybenzyl chloride, 943 mg (5.36 mmol.) of methyl 1-piperazinecarbodithioate and 568mg (5.36 mmol.) of sodium carbonate. The obtained mixture was refluxed under heating for 2 hours. Ethanol was distilled off under reduced pressure. To the residue was added water. The aqueous mixture was extracted with 30 ml of ether. The ether portion was shaken together with 5 ml of 3-N hydrochloric acid. An oil which was insoluble in either portion ...